From a dataset of the Open Reaction Database (ORD), a public repository of structured organic reaction records. describe an organic reaction: reactants, conditions, products, and yield Starting materials: [Al+3], CON(C)C(=O)C1CC1Cc1ccc2[nH]cc(C#N)c2c1, [H-], [H-], [H-], [H-], [Li+], C1CCOC1. Yields the product N#Cc1c[nH]c2ccc(CC3CC3C=O)cc12. As a reaction SMILES: [Al+3:2].[CH3:7][O:8][N:9]([C:10](=[O:11])[CH:12]1[CH:13]([CH2:15][c:16]2[cH:17][c:18]3[c:19]([C:25]#[N:26])[cH:20][nH:21][c:22]3[cH:23][cH:24]2)[CH2:14]1)[CH3:27].[H-:1].[H-:4].[H-:5].[H-:6].[Li+:3].[O:28]1[CH2:29][CH2:30][CH2:31][CH2:32]1>>[CH:10](=[O:11])[CH:12]1[CH:13]([CH2:15][c:16]2[cH:17][c:18]3[c:19]([C:25]#[N:26])[cH:20][nH:21][c:22]3[cH:23][cH:24]2)[CH2:14]1. Starting materials: N(=[N+]=[N-])[C@@H](CN1N=CC=2C1=CC1=C(C=CCC12)OCC)C ((R)-1-(2-azido-propyl)-7-ethoxy-1,4-dihydro-indeno[2,1-c]pyrazole), C(\C=C\C(=O)O)(=O)O (fumaric acid). Reagents/catalysts: [Pt]=O (platinum oxide). Run in C(C)O (ethanol), CO (methanol), C(C)OCC (diethyl ether). Conditions: time 15 hour. Yields the product C(\C=C\C(=O)O)(=O)O.C(C)OC1=C2C=C3N(N=CC3=C2CC=C1)C[C@@H](C)N ((R)-2-(7-ethoxy-1,4-dihydro-indeno[2,1-c]pyrazol-1-yl)-1-methyl-ethylamine fumarate). Yield: 86.3%. RXN SMILES: [N:1]([C@H:4]([CH3:21])[CH2:5][N:6]1[C:10]2=[CH:11][C:12]3[C:17]([CH2:16][CH:15]=[CH:14][C:13]=3[O:18][CH2:19][CH3:20])=[C:9]2[CH:8]=[N:7]1)=[N+]=[N-].[C:22]([OH:29])(=[O:28])/[CH:23]=[CH:24]/[C:25]([OH:27])=[O:26]>C(O)C.C(OCC)C.CO.[Pt]=O>[C:22]([OH:29])(=[O:28])/[CH:23]=[CH:24]/[C:25]([OH:27])=[O:26].[CH2:19]([O:18][C:13]1[CH:14]=[CH:15][CH2:16][C:17]2[C:12]=1[CH:11]=[C:10]1[C:9]=2[CH:8]=[N:7][N:6]1[CH2:5][C@H:4]([NH2:1])[CH3:21])[CH3:20] |f:6.7|. Procedure details: 1.76 g (6.21 mmol) of (R)-1-(2-azido-propyl)-7-ethoxy-1,4-dihydro-indeno[2,1-c]pyrazole dissolved in 100 ml of anhydrous ethanol were hydrogenated on 180 mg of platinum oxide for 17 hours. The catalyst was subsequently filtered off, rinsed with ethanol and the solvent was removed in a vacuum. The colorless oil obtained was dissolved in 100 ml of anhydrous diethyl ether, filtered and treated while stirring with a solution of 721 mg (6.21 mmol) of fumaric acid in 10 ml of methanol. The mixture was... The reactants are Cl (hydrochloride), NCCC(=O)OCC (ethyl 3-aminopropanoate), O1C(COC=2C=C(C#N)C=CC2)C1 (3-(2,3-epoxypropoxy)benzonitrile), [OH-].[Na+] (NaOH). Run in C(C)(=O)OCC (ethyl acetate). Product: C(#N)C=1C=C(OCC(CNCCC(=O)OCC)O)C=CC1 (ethyl N-[3-(3-cyanophenoxy)-2-hydroxypropyl]-3-aminopropanoate). Reaction SMILES: Cl.[NH2:2][CH2:3][CH2:4][C:5]([O:7][CH2:8][CH3:9])=[O:6].[O:10]1[CH2:22][CH:11]1[CH2:12][O:13][C:14]1[CH:15]=[C:16]([CH:19]=[CH:20][CH:21]=1)[C:17]#[N:18].[OH-].[Na+]>C(OCC)(=O)C>[C:17]([C:16]1[CH:15]=[C:14]([CH:21]=[CH:20][CH:19]=1)[O:13][CH2:12][CH:11]([OH:10])[CH2:22][NH:2][CH2:3][CH2:4][C:5]([O:7][CH2:8][CH3:9])=[O:6])#[N:18] |f:3.4|. Procedure details: This compound was prepared in accordance with Example 1 using 15.36 g of the hydrochloride of ethyl 3-aminopropanoate, 8.7 g of 3-(2,3-epoxypropoxy)benzonitrile, and 4.0 g of NaOH. The crude oil was dissolved in 200 ml of ethyl acetate, washed twice with water, and extracted with 2-n HCl. The pH of the water phase was adjusted to 9.5 and the solution extracted with ethyl acetate. The ethyl acetate phase was dried with MgSO4, filtered and evaporated. Ethyl N-[3-(3-cyanophenoxy)-2-hydroxypropyl]-3... Starting materials: resultant mixture, [OH-].[Na+] (sodium hydroxide), CC(=O)C1=CC(=C(C=C1)OC)OC (3, 4-dimethoxyacetophenone), C(#N)CC(=O)O (cyanoacetic acid), C(C)(=O)[O-].[NH4+] (ammonium acetate), C(C)(=O)[O-].[NH4+] (ammonium acetate). The solvent is O (water), C(Cl)(Cl)Cl (chloroform), C1=CC=CC=C1 (benzene), C(C)(=O)O (acetic acid). Product: carboxylic acid, C(#N)C(C(=O)O)C(C1=CC(=C(C=C1)OC)OC)C (2-cyano-3-methyl-3-(3, 4-dimethoxyphenyl) propionic acid). The yield is 28.6%. Reaction SMILES: [CH3:1][C:2]([C:4]1[CH:9]=[CH:8][C:7]([O:10][CH3:11])=[C:6]([O:12][CH3:13])[CH:5]=1)=O.[C:14]([CH2:16][C:17]([OH:19])=[O:18])#[N:15].C([O-])(=O)C.[NH4+].[OH-].[Na+]>C1C=CC=CC=1.O.C(Cl)(Cl)Cl.C(O)(=O)C>[C:14]([CH:16]([CH:2]([CH3:1])[C:4]1[CH:9]=[CH:8][C:7]([O:10][CH3:11])=[C:6]([O:12][CH3:13])[CH:5]=1)[C:17]([OH:19])=[O:18])#[N:15] |f:2.3,4.5|. Reported procedure: To a solution of 3, 4-dimethoxyacetophenone (5.68 g, 31.53 mmol) and cyanoacetic acid (2.95 g, 34.68 mmol) in benzene were added acetic acid (1.9 ml) and ammonium acetate (150 mg), and the resultant mixture was refluxed with Dean Stark's dehydrating apparatus for 13 hours while adding ammonium acetate (130 mg) every 4 hours. The mixture was mixed with chloroform (200 ml), 2N aqueous sodium hydroxide solution (100 ml) and water (200 ml), stirred well and the aqueous layer was separated. The aqueo...